From a dataset of the Open Reaction Database (ORD), a public repository of structured organic reaction records. describe an organic reaction: reactants, conditions, products, and yield Starting materials: CCO, CCOCC, Cc1ncc(Cl)cc1CN1C(=O)c2ccccc2C1=O, NN, O. Yields the product Cc1ncc(Cl)cc1CN. As a reaction SMILES: [CH3:1][CH2:2][OH:3].[CH3:27][CH2:28][O:29][CH2:30][CH3:31].[Cl:4][c:5]1[cH:6][c:7]([CH2:12][N:13]2[C:14](=[O:15])[c:16]3[c:17]([cH:18][cH:19][cH:20][cH:21]3)[C:22]2=[O:23])[c:8]([CH3:11])[n:9][cH:10]1.[NH2:25][NH2:26].[OH2:24]>>[Cl:4][c:5]1[cH:6][c:7]([CH2:12][NH2:13])[c:8]([CH3:11])[n:9][cH:10]1. Reactants: FC(F)(F)CCBr, N#CC(C#N)Cc1cccc(OCc2ccccc2)c1, CN(C)C=O, [H-], [Na+]. Yields the product N#CC(C#N)(CCC(F)(F)F)Cc1cccc(OCc2ccccc2)c1. RXN SMILES: [Br:23][CH2:24][CH2:25][C:26]([F:27])([F:28])[F:29].[CH2:1]([c:2]1[cH:3][cH:4][cH:5][cH:6][cH:7]1)[O:8][c:9]1[cH:10][c:11]([CH2:12][CH:13]([C:14]#[N:15])[C:16]#[N:17])[cH:18][cH:19][cH:20]1.[CH3:30][N:31]([CH3:32])[CH:33]=[O:34].[H-:21].[Na+:22]>>[CH2:1]([c:2]1[cH:3][cH:4][cH:5][cH:6][cH:7]1)[O:8][c:9]1[cH:10][c:11]([CH2:12][C:13]([C:14]#[N:15])([C:16]#[N:17])[CH2:24][CH2:25][C:26]([F:27])([F:28])[F:29])[cH:18][cH:19][cH:20]1. Reactants: O=C([O-])[O-], Oc1ccc(F)c(C(F)(F)F)c1, O=[N+]([O-])c1ccc(F)cc1, [K+], [K+], CN(C)C=O, O. Product: O=[N+]([O-])c1ccc(Oc2ccc(F)c(C(F)(F)F)c2)cc1. As a reaction SMILES: [C:23](=[O:24])([O-:25])[O-:26].[F:11][c:12]1[c:13]([C:19]([F:20])([F:21])[F:22])[cH:14][c:15]([OH:18])[cH:16][cH:17]1.[F:1][c:2]1[cH:3][cH:4][c:5]([N+:8](=[O:9])[O-:10])[cH:6][cH:7]1.[K+:27].[K+:28].[O:30]=[CH:31][N:32]([CH3:33])[CH3:34].[OH2:29]>>[c:2]1([O:18][c:15]2[cH:14][c:13]([C:19]([F:20])([F:21])[F:22])[c:12]([F:11])[cH:17][cH:16]2)[cH:3][cH:4][c:5]([N+:8](=[O:9])[O-:10])[cH:6][cH:7]1. Reactants: N1(CCOCC1)C1=NN2C(C=CC(=C2)NC(OC(C)(C)C)=O)=N1 (tert-butyl 2-morpholin-4-yl-[1,2,4]triazolo[1,5-a]pyridin-6-ylcarbamate), Cl (hydrochloric acid). Conditions: temperature 25 celsius, time 5 hour. Yields the product N1(CCOCC1)C1=NN2C(C=CC(=C2)N)=N1 (2-morpholin-4-yl-[1,2,4]triazolo[1,5-a]pyridin-6-ylamine). Yield: 90.8%. Reaction SMILES: [N:1]1([C:7]2[N:23]=[C:10]3[CH:11]=[CH:12][C:13]([NH:15]C(=O)OC(C)(C)C)=[CH:14][N:9]3[N:8]=2)[CH2:6][CH2:5][O:4][CH2:3][CH2:2]1.Cl>>[N:1]1([C:7]2[N:23]=[C:10]3[CH:11]=[CH:12][C:13]([NH2:15])=[CH:14][N:9]3[N:8]=2)[CH2:6][CH2:5][O:4][CH2:3][CH2:2]1. Reported procedure: A mixture of tert-butyl 2-morpholin-4-yl-[1,2,4]triazolo[1,5-a]pyridin-6-ylcarbamate (363 mg, 1.14 mmol) and hydrochloric acid (5M in diethyl ether, 24.0 g, 20 ml, 100 mmol) was stirred for 5 hours at 25° C. and then the solvent was evaporated under reduced pressure. The light yellow residue was made alkaline using sodium hydroxide solution (2 M in water). The mixture was extracted 2 times with ethyl acetate, the organic layers were combined, washed with water and brine, dried over magnesium sul...